Dataset: the Open Reaction Database (ORD), a public repository of structured organic reaction records. Task: describe an organic reaction: reactants, conditions, products, and yield The reactants are [OH-].[K+] (KOH), C(C1=CC=CC=C1)N1CCOC(C1)C1=CC=C(C=C1)Br (4-benzyl-6-(4-bromo-phenyl)-morpholine). The reagents and catalysts are C=1C=CC(=CC1)/C=C/C(=O)/C=C/C2=CC=CC=C2.C=1C=CC(=CC1)/C=C/C(=O)/C=C/C2=CC=CC=C2.C=1C=CC(=CC1)/C=C/C(=O)/C=C/C2=CC=CC=C2.[Pd].[Pd] (tris(dibenzylideneaceton)dipalladium(0)), C(C)(C)(C)P(C1=C(C=CC=C1)C1=C(C=C(C=C1C(C)C)C(C)C)C(C)C)C(C)(C)C (di-tert-butyl-(2′,4′,6′-triisopropyl-biphenyl-2-yl)-phosphane). Run in O (water), O1CCOCC1 (1,4-dioxane). The product is C(C1=CC=CC=C1)N1CC(OCC1)C1=CC=C(C=C1)O (4-(4-benzyl-morpholin-2-yl)-phenol). The yield is 52.0%. Reaction SMILES: [CH2:1]([N:8]1[CH2:13][CH:12]([C:14]2[CH:19]=[CH:18][C:17](Br)=[CH:16][CH:15]=2)[O:11][CH2:10][CH2:9]1)[C:2]1[CH:7]=[CH:6][CH:5]=[CH:4][CH:3]=1.[OH-:21].[K+]>O.O1CCOCC1.C1C=CC(/C=C/C(/C=C/C2C=CC=CC=2)=O)=CC=1.C1C=CC(/C=C/C(/C=C/C2C=CC=CC=2)=O)=CC=1.C1C=CC(/C=C/C(/C=C/C2C=CC=CC=2)=O)=CC=1.[Pd].[Pd].C(P(C(C)(C)C)C1C=CC=CC=1C1C(C(C)C)=CC(C(C)C)=CC=1C(C)C)(C)(C)C>[CH2:1]([N:8]1[CH2:9][CH2:10][O:11][CH:12]([C:14]2[CH:19]=[CH:18][C:17]([OH:21])=[CH:16][CH:15]=2)[CH2:13]1)[C:2]1[CH:7]=[CH:6][CH:5]=[CH:4][CH:3]=1 |f:1.2,5.6.7.8.9|. Procedure: To a suspension of 4-benzyl-6-(4-bromo-phenyl)-morpholine (8.70 g; 26.19 mmol) in water (25 mL) and 1,4-dioxane (25 mL) was added KOH (3.23 g; 57.61 mmol), tris(dibenzylideneaceton)dipalladium(0) (479.6 mg; 0.52 mmol) and di-tert-butyl-(2′,4′,6′-triisopropyl-biphenyl-2-yl)-phosphane (444.8 mg; 1.05 mmol). The resulting mixture was heated under reflux for two hours. After cooling to RT the reaction mixture was concentrated in vacuo. The residue was partitioned between EtOAc and 5% aqueous NaHCO3 ... Reactants: CCN1CCNCC1, Cc1ccccc1, Clc1cc(-c2ccccc2)c2ccccc2n1, O. Yields the product CCN1CCN(c2cc(-c3ccccc3)c3ccccc3n2)CC1. As a reaction SMILES: [CH2:18]([CH3:19])[N:20]1[CH2:21][CH2:22][NH:23][CH2:24][CH2:25]1.[CH3:27][c:28]1[cH:29][cH:30][cH:31][cH:32][cH:33]1.[Cl:1][c:2]1[n:3][c:4]2[cH:5][cH:6][cH:7][cH:8][c:9]2[c:10](-[c:12]2[cH:13][cH:14][cH:15][cH:16][cH:17]2)[cH:11]1.[OH2:26]>>[c:2]1([N:23]2[CH2:22][CH2:21][N:20]([CH2:18][CH3:19])[CH2:25][CH2:24]2)[n:3][c:4]2[cH:5][cH:6][cH:7][cH:8][c:9]2[c:10](-[c:12]2[cH:13][cH:14][cH:15][cH:16][cH:17]2)[cH:11]1.